From a dataset of the Open Reaction Database (ORD), a public repository of structured organic reaction records. describe an organic reaction: reactants, conditions, products, and yield Starting materials: C(C)(C)(C)OC(=O)N1C(SCC1)C(=O)O (3-(tert-butoxycarbonyl)-1,3-thiazolidine-2-carboxylic acid), CC1=C(C=CC=C1)CN ((2-methylphenyl)methanamine), C1=CC=C(C=C1)/C(=N/O)/C2=CC=C(C=C2)[N+](=O)[O-] (oxime resin), C1(=CC=C(C=C1)S(=O)(=O)Cl)C1=CC=CC=C1 (1,1′-biphenyl-4-sulfonyl chloride). Yields the product C1(=CC=C(C=C1)S(=O)(=O)N1C(SCC1)C(=O)NCC1=C(C=CC=C1)C)C1=CC=CC=C1 (3-([1,1′-biphenyl]-4-ylsulfonyl)-N-(2-methylbenzyl)-1,3-thiazolidine-2-carboxamide). Reaction SMILES: C(OC([N:8]1[CH2:12][CH2:11][S:10][CH:9]1[C:13]([OH:15])=O)=O)(C)(C)C.C1C=CC(/C(/C2C=CC([N+]([O-])=O)=CC=2)=N/O)=CC=1.[C:34]1([C:44]2[CH:49]=[CH:48][CH:47]=[CH:46][CH:45]=2)[CH:39]=[CH:38][C:37]([S:40](Cl)(=[O:42])=[O:41])=[CH:36][CH:35]=1.[CH3:50][C:51]1[CH:56]=[CH:55][CH:54]=[CH:53][C:52]=1[CH2:57][NH2:58]>>[C:34]1([C:44]2[CH:49]=[CH:48][CH:47]=[CH:46][CH:45]=2)[CH:39]=[CH:38][C:37]([S:40]([N:8]2[CH2:12][CH2:11][S:10][CH:9]2[C:13]([NH:58][CH2:57][C:52]2[CH:53]=[CH:54][CH:55]=[CH:56][C:51]=2[CH3:50])=[O:15])(=[O:42])=[O:41])=[CH:36][CH:35]=1. Procedure details: Following the general solid phase method as outlined Example 33, starting from 3-(tert-butoxycarbonyl)-1,3-thiazolidine-2-carboxylic acid, Kaiser oxime resin, 1,1′-biphenyl-4-sulfonyl chloride and (2-methylphenyl)methanamine, the title compound was obtained in 99% purity by HPLC.